From a dataset of the Open Reaction Database (ORD), a public repository of structured organic reaction records. describe an organic reaction: reactants, conditions, products, and yield The reactants are C(C)OC(C(C(C(=O)C1=C(C=C(C(=C1)CC)O)O)C1=CC=C(C=C1)F)=O)=O (4-(5-Ethyl-2,4-dihydroxy-phenyl)-3-(4-fluoro-phenyl)-2,4-dioxo-butyric acid ethyl ester), CCCCCC (n-hexane), CCOC(=O)C (EtOAc). Solvent: Cl (HCl), CO (MeOH). Yields the product C(C)OC(=O)C=1OC2=CC(=C(C=C2C(C1C1=CC=C(C=C1)F)=O)CC)O (6-Ethyl-3-(4-fluoro-phenyl)-7-hydroxy-4-oxo-4H-chromene-2-carboxylic acid ethyl ester). Reaction SMILES: [CH2:1]([O:3][C:4](=[O:27])[C:5](=O)[CH:6]([C:19]1[CH:24]=[CH:23][C:22]([F:25])=[CH:21][CH:20]=1)[C:7]([C:9]1[CH:14]=[C:13]([CH2:15][CH3:16])[C:12]([OH:17])=[CH:11][C:10]=1[OH:18])=[O:8])[CH3:2].CCOC(C)=O.CCCCCC>Cl.CO>[CH2:1]([O:3][C:4]([C:5]1[O:18][C:10]2[C:9]([C:7](=[O:8])[C:6]=1[C:19]1[CH:24]=[CH:23][C:22]([F:25])=[CH:21][CH:20]=1)=[CH:14][C:13]([CH2:15][CH3:16])=[C:12]([OH:17])[CH:11]=2)=[O:27])[CH3:2]. Reported procedure: 4-(5-Ethyl-2,4-dihydroxy-phenyl)-3-(4-fluoro-phenyl)-2,4-dioxo-butyric acid ethyl ester (3.22 g, 8.6 mmol) was refluxed in a mixture of 0.8M HCl and MeOH (20 ml/20 ml) for 3 hours at 100° C. After that, MeOH was evaporated and the aq. layer was extracted with EtOAc (2×60 ml). The combined organic layers were washed with sat. NaHCO3 (1×80 ml), brine (2×80 ml), water (1×80 ml) and dried with Na2SO4. After purification with decolourising charcoal and evaporation of the solvent, brown sticky solids ...